From a dataset of the Open Reaction Database (ORD), a public repository of structured organic reaction records. describe an organic reaction: reactants, conditions, products, and yield Reactants: ClC1=CC=CC=2C(C3=CC=CC=C3C(C12)=O)=O (1-chloroanthraquinone), [N+](=O)([O-])C1=CC=CC=C1 (nitrobenzene), NC1=CC=C(CCO)C=C1 (4-aminophenethyl alcohol), C(C)(=O)[O-].[K+] (potassium acetate). Reagents/catalysts: C(C)(=O)[O-].[Cu+2].C(C)(=O)[O-] (copper acetate). The product is OCCC1=CC=C(C=C1)NC1=CC=CC=2C(C3=CC=CC=C3C(C12)=O)=O (1-[4-[2-hydroxyethyl]phenyl]aminoanthraquinone). Reaction SMILES: Cl[C:2]1[C:15]2[C:14](=[O:16])[C:13]3[C:8](=[CH:9][CH:10]=[CH:11][CH:12]=3)[C:7](=[O:17])[C:6]=2[CH:5]=[CH:4][CH:3]=1.[NH2:18][C:19]1[CH:27]=[CH:26][C:22]([CH2:23][CH2:24][OH:25])=[CH:21][CH:20]=1.C([O-])(=O)C.[K+].[N+](C1C=CC=CC=1)([O-])=O>C([O-])(=O)C.[Cu+2].C([O-])(=O)C>[OH:25][CH2:24][CH2:23][C:22]1[CH:26]=[CH:27][C:19]([NH:18][C:2]2[C:15]3[C:14](=[O:16])[C:13]4[C:8](=[CH:9][CH:10]=[CH:11][CH:12]=4)[C:7](=[O:17])[C:6]=3[CH:5]=[CH:4][CH:3]=2)=[CH:20][CH:21]=1 |f:2.3,5.6.7|. Reported procedure: HEPAAQ was prepared by a procedure described in Lord, M. W.; Peters, A. T.; J. Chem. Soc., Perkins Trans., 1,(20)2305-8, incorporated herein by reference, with a slight modification. In a 250 mL single-necked round-bottom flask equipped with a reflux condenser was placed 1-chloroanthraquinone (10.5 g), 4-aminophenethyl alcohol (11.2 g), potassium acetate (7.87 g), copper acetate (0.46 g), and nitrobenzene (75 mL). The flask was flushed with nitrogen and then heated to reflux for about 2 hours. T... Reported procedure: Under an atmosphere of argon protective gas, (7S)-2-amino-7-[4-cyano-2-(methylsulfonyl)phenyl]-5-methyl-4-[3-(trifluoromethyl)phenyl]-4,7-dihydro[1,2,4]triazolo[1,5-a]pyrimidine-6-carbonitrile hydrochloride (16 mg, 30 μmol) was dissolved in abs. pyridine (1 ml). At room temperature, cyclopropanecarbonyl chloride was added in two portions (in each case 3.7 mg, 36 μmol, 1.2 eq.). Once HPLC showed substantial conversion (12 h), the reaction mixture was concentrated under reduced pressure and purifi... The product is C(#N)C1=C(N(C=2N([C@@H]1C1=C(C=C(C=C1)C#N)S(=O)(=O)C)N=C(N2)NC(=O)C2CC2)C2=CC(=CC=C2)C(F)(F)F)C (N-{(7S)-6-Cyano-7-[4-cyano-2-(methylsulfonyl)phenyl]-5-methyl-4-[3-(trifluoromethyl)phenyl]-4,7-dihydro[1,2,4]triazolo[1,5-a]pyrimidin-2-yl}cyclopropanecarboxamide). Solvent: N1=CC=CC=C1 (pyridine). The reactants are Cl.NC1=NN2C(N(C(=C([C@H]2C2=C(C=C(C=C2)C#N)S(=O)(=O)C)C#N)C)C2=CC(=CC=C2)C(F)(F)F)=N1 ((7S)-2-amino-7-[4-cyano-2-(methylsulfonyl)phenyl]-5-methyl-4-[3-(trifluoromethyl)phenyl]-4,7-dihydro[1,2,4]triazolo[1,5-a]pyrimidine-6-carbonitrile hydrochloride), C1(CC1)C(=O)Cl (cyclopropanecarbonyl chloride). RXN SMILES: Cl.[NH2:2][C:3]1[N:36]=[C:6]2[N:7]([C:26]3[CH:31]=[CH:30][CH:29]=[C:28]([C:32]([F:35])([F:34])[F:33])[CH:27]=3)[C:8]([CH3:25])=[C:9]([C:23]#[N:24])[C@@H:10]([C:11]3[CH:16]=[CH:15][C:14]([C:17]#[N:18])=[CH:13][C:12]=3[S:19]([CH3:22])(=[O:21])=[O:20])[N:5]2[N:4]=1.[CH:37]1([C:40](Cl)=[O:41])[CH2:39][CH2:38]1>N1C=CC=CC=1>[C:23]([C:9]1[C@@H:10]([C:11]2[CH:16]=[CH:15][C:14]([C:17]#[N:18])=[CH:13][C:12]=2[S:19]([CH3:22])(=[O:21])=[O:20])[N:5]2[N:4]=[C:3]([NH:2][C:40]([CH:37]3[CH2:39][CH2:38]3)=[O:41])[N:36]=[C:6]2[N:7]([C:26]2[CH:31]=[CH:30][CH:29]=[C:28]([C:32]([F:35])([F:33])[F:34])[CH:27]=2)[C:8]=1[CH3:25])#[N:24] |f:0.1|. Reactants: C(#N)C=1C=C(C=CC1)B(O)O (3-cyano-phenyl boronic acid), C(C)(C)(C)OC(N(CCC(C)C)CC1=CC(=C(C=C1)Br)F)=O ((4-Bromo-3-fluoro-benzyl)-(3-methyl-butyl)-carbamic acid tert-butyl ester), C([O-])([O-])=O.[Na+].[Na+] (sodium carbonate), Palladium tetrakis(triphenylphospine). The solvent is COCCOC (1,2-dimethoxyethane). The product is C(C)(C)(C)OC(N(CCC(C)C)CC1=CC(=C(C=C1)C1=CC(=CC=C1)C#N)F)=O ((3′-Cyano-2-fluoro-biphenyl-4-ylmethyl)-(3-methyl-butyl)-carbamic acid tert-butyl ester). The yield is 78.8%. Reaction SMILES: [C:1]([O:5][C:6](=[O:22])[N:7]([CH2:13][C:14]1[CH:19]=[CH:18][C:17](Br)=[C:16]([F:21])[CH:15]=1)[CH2:8][CH2:9][CH:10]([CH3:12])[CH3:11])([CH3:4])([CH3:3])[CH3:2].C(=O)([O-])[O-].[Na+].[Na+].[C:29]([C:31]1[CH:32]=[C:33](B(O)O)[CH:34]=[CH:35][CH:36]=1)#[N:30]>COCCOC>[C:1]([O:5][C:6](=[O:22])[N:7]([CH2:13][C:14]1[CH:19]=[CH:18][C:17]([C:35]2[CH:34]=[CH:33][CH:32]=[C:31]([C:29]#[N:30])[CH:36]=2)=[C:16]([F:21])[CH:15]=1)[CH2:8][CH2:9][CH:10]([CH3:12])[CH3:11])([CH3:4])([CH3:3])[CH3:2] |f:1.2.3|. Procedure details: (4-Bromo-3-fluoro-benzyl)-(3-methyl-butyl)-carbamic acid tert-butyl ester (I-5c: 1.5 g, 4.00 mmol) was dissolved in 1,2-dimethoxyethane (15 ml) under nitrogen. Palladium tetrakis(triphenylphospine) (5 mol %) was added followed by an aqueous 2 M sodium carbonate solution (7 ml) and 3-cyano-phenyl boronic acid (0.883 g, 6.01 mmol) was added. The reaction mixture was heated at reflux for 24 hours before being cooled to room temperature and filtered through Celite, rinsing with dimethoxyethane. The ...